This data is from the Open Reaction Database (ORD), a public repository of structured organic reaction records. The task is: describe an organic reaction: reactants, conditions, products, and yield The reactants are C1NC(C=2C=NC=CC21)=O (1H-pyrrolo[3,4-c]pyridin-3(2H)-one), C(C)(C)(C)O[C@H](C(=O)O)C1=C(C2=C(N=C(S2)C2=CC(=NC=C2)N2C(C=3C=NC=CC3C2)=O)C=C1C)C1=CC=C(C=C1)Cl ((S)-2-tert-butoxy-2-(7-(4-chlorophenyl)-5-methyl-2-(2-(3-oxo-1H-pyrrolo[3,4-c]pyridin-2(3H)-yl)pyridin-4-yl)benzo[d]thiazol-6-yl)acetic acid), BrC=1SC2=C(N1)C=C(C(=C2C2=CC=C(C=C2)Cl)[C@@H](C(=O)OCC)OC(C)(C)C)C ((S)-ethyl 2-(2-bromo-7-(4-chlorophenyl)-5-methylbenzo[d]thiazol-6-yl)-2-tert-butoxyacetate), CC=1C=C2CCNC2=CC1 (5-Methylindoline). Reagents/catalysts: CC(C)([P](C(C)(C)C)([Pd][P](C(C)(C)C)(C(C)(C)C)C(C)(C)C)C(C)(C)C)C (Pd(P-tBu3)2). Product: C(C)(C)(C)O[C@H](C(=O)O)C1=C(C2=C(N=C(S2)N2CCC3=CC(=CC=C23)C)C=C1C)C1=CC=C(C=C1)Cl ((S)-2-tert-butoxy-2-(7-(4-chlorophenyl)-5-methyl-2-(5-methylindolin-1-yl)benzo[d]thiazol-6-yl)acetic acid). RXN SMILES: [C:1]([O:5][C@@H:6]([C:10]1[C:34]([CH3:35])=[CH:33][C:13]2[N:14]=[C:15](C3C=CN=C(N4CC5C=CN=CC=5C4=O)C=3)[S:16][C:12]=2[C:11]=1[C:36]1[CH:41]=[CH:40][C:39]([Cl:42])=[CH:38][CH:37]=1)[C:7]([OH:9])=[O:8])([CH3:4])([CH3:3])[CH3:2].BrC1SC2C(C3C=CC(Cl)=CC=3)=C([C@H](OC(C)(C)C)C(OCC)=O)C(C)=CC=2N=1.[CH3:72][C:73]1[CH:74]=[C:75]2[C:79](=[CH:80][CH:81]=1)[NH:78][CH2:77][CH2:76]2.C1C2C=CN=CC=2C(=O)N1>CC(C)([P](C(C)(C)C)([Pd][P](C(C)(C)C)(C(C)(C)C)C(C)(C)C)C(C)(C)C)C>[C:1]([O:5][C@@H:6]([C:10]1[C:34]([CH3:35])=[CH:33][C:13]2[N:14]=[C:15]([N:78]3[C:79]4[C:75](=[CH:74][C:73]([CH3:72])=[CH:81][CH:80]=4)[CH2:76][CH2:77]3)[S:16][C:12]=2[C:11]=1[C:36]1[CH:41]=[CH:40][C:39]([Cl:42])=[CH:38][CH:37]=1)[C:7]([OH:9])=[O:8])([CH3:3])([CH3:4])[CH3:2] |^1:94,100|. Procedure: (S)-2-tert-butoxy-2-(7-(4-chlorophenyl)-5-methyl-2-(5-methylindolin-1-yl)benzo[d]thiazol-6-yl)acetic acid was prepared in similar manner as (S)-2-tert-butoxy-2-(7-(4-chlorophenyl)-5-methyl-2-(2-(3-oxo-1H-pyrrolo[3,4-c]pyridin-2(3H)-yl)pyridin-4-yl)benzo[d]thiazol-6-yl)acetic acid except (S)-ethyl 2-(2-bromo-7-(4-chlorophenyl)-5-methylbenzo[d]thiazol-6-yl)-2-tert-butoxyacetate was used instead of (S)-ethyl 2-tert-butoxy-2-(7-(4-chlorophenyl)-2-(2-chloropyridin-4-yl)-5-methylbenzo[d]thiazol-6-yl)a...